This data is from the Open Reaction Database (ORD), a public repository of structured organic reaction records. The task is: describe an organic reaction: reactants, conditions, products, and yield The reactants are CCNC1CNC1, CN1CCCC1, CS(C)=O, CC(C)OC(C)C, Nc1nc(-n2cc(C(=O)O)c(=O)c3cc(F)c(F)c(Br)c32)c(F)cc1F. Product: CCNC1CN(c2c(F)cc3c(=O)c(C(=O)O)cn(-c4nc(N)c(F)cc4F)c3c2Br)C1. As a reaction SMILES: [CH2:1]([CH3:2])[NH:3][CH:4]1[CH2:5][NH:6][CH2:7]1.[CH3:34][N:35]1[CH2:36][CH2:37][CH2:38][CH2:39]1.[CH3:47][S:48]([CH3:49])=[O:50].[CH:40]([O:41][CH:42]([CH3:43])[CH3:44])([CH3:45])[CH3:46].[NH2:8][c:9]1[c:10]([F:33])[cH:11][c:12]([F:32])[c:13](-[n:15]2[cH:16][c:17]([C:29](=[O:30])[OH:31])[c:18](=[O:28])[c:19]3[cH:20][c:21]([F:27])[c:22]([F:26])[c:23]([Br:25])[c:24]23)[n:14]1>>[CH2:1]([CH3:2])[NH:3][CH:4]1[CH2:5][N:6]([c:22]2[c:21]([F:27])[cH:20][c:19]3[c:18](=[O:28])[c:17]([C:29](=[O:30])[OH:31])[cH:16][n:15](-[c:13]4[c:12]([F:32])[cH:11][c:10]([F:33])[c:9]([NH2:8])[n:14]4)[c:24]3[c:23]2[Br:25])[CH2:7]1. Reactants: O (water), C([O-])([O-])=O.[Cs+].[Cs+] (Cesium carbonate), C(C)(C)C1=NNC2=CC=CC(=C12)N1C=NC(=C1)C=1C=NN(C1)C (3-Isopropyl-4-(4-(1-methyl-1H-pyrazol-4-yl)-1H-imidazol-1-yl)-1H-indazole), C(C)C=1C=C(C#N)C=CC1F (3-ethyl-4-fluorobenzonitrile). The solvent is CS(=O)C (DMSO). Reaction conditions: temperature 130 celsius, time 10 minute. Yields the product C(C)C=1C=C(C#N)C=CC1N1N=C(C2=C(C=CC=C12)N1C=NC(=C1)C=1C=NN(C1)C)C(C)C (3-Ethyl-4-(3-isopropyl-4-(4-(1-methyl-1H-pyrazol-4-yl)-1H-imidazol-1-yl)-1H-indazol-1-yl)benzonitrile). The yield is 53.4%. Reaction SMILES: C(=O)([O-])[O-].[Cs+].[Cs+].[CH:7]([C:10]1[C:18]2[C:13](=[CH:14][CH:15]=[CH:16][C:17]=2[N:19]2[CH:23]=[C:22]([C:24]3[CH:25]=[N:26][N:27]([CH3:29])[CH:28]=3)[N:21]=[CH:20]2)[NH:12][N:11]=1)([CH3:9])[CH3:8].[CH2:30]([C:32]1[CH:33]=[C:34]([CH:37]=[CH:38][C:39]=1F)[C:35]#[N:36])[CH3:31].O>CS(C)=O>[CH2:30]([C:32]1[CH:33]=[C:34]([CH:37]=[CH:38][C:39]=1[N:12]1[C:13]2[C:18](=[C:17]([N:19]3[CH:23]=[C:22]([C:24]4[CH:25]=[N:26][N:27]([CH3:29])[CH:28]=4)[N:21]=[CH:20]3)[CH:16]=[CH:15][CH:14]=2)[C:10]([CH:7]([CH3:9])[CH3:8])=[N:11]1)[C:35]#[N:36])[CH3:31] |f:0.1.2|. Reported procedure: Cesium carbonate (850 mg) was added to a solution of compound (5a) (200 mg) in DMSO (2.2 mL), and the mixture was heated to 130° C. The mixture was stirred for 10 minutes and 3-ethyl-4-fluorobenzonitrile (292 mg) was added thereto. The resulting mixture was stirred at the same temperature for 1.5 hours. After completion of the reaction, the reaction solution was allowed to standing still for cooling, and water was poured thereto. The reaction solution was partitioned between ethyl acetate and wa... The yield is 36.0%. Procedure: The title compound was prepared from 2-(4-bromo-imidazol-1-yl)-4-(3-methyl-4-trifluoromethyl-phenyl)-6-trifluoromethyl-pyrimidine (example E.48) (0.23 g, 0.5 mmol) and commercially available 2-amino-5-(4,4,5,5-tetramethyl-1,3,2-dioxaborolan-2-yl)pyridine (0.14 g, 0.65 mmol) according to the general procedure VI. Obtained as a yellow solid (0.084 g, 36%). MS (ISP) 465.3 [(M+H)+]; mp 290° C. RXN SMILES: Br[C:2]1[N:3]=[CH:4][N:5]([C:7]2[N:12]=[C:11]([C:13]3[CH:18]=[CH:17][C:16]([C:19]([F:22])([F:21])[F:20])=[C:15]([CH3:23])[CH:14]=3)[CH:10]=[C:9]([C:24]([F:27])([F:26])[F:25])[N:8]=2)[CH:6]=1.[NH2:28][C:29]1[CH:34]=[CH:33][C:32](B2OC(C)(C)C(C)(C)O2)=[CH:31][N:30]=1>>[CH3:23][C:15]1[CH:14]=[C:13]([C:11]2[CH:10]=[C:9]([C:24]([F:27])([F:26])[F:25])[N:8]=[C:7]([N:5]3[CH:6]=[C:2]([C:32]4[CH:33]=[CH:34][C:29]([NH2:28])=[N:30][CH:31]=4)[N:3]=[CH:4]3)[N:12]=2)[CH:18]=[CH:17][C:16]=1[C:19]([F:22])([F:21])[F:20]. Yields the product CC=1C=C(C=CC1C(F)(F)F)C1=NC(=NC(=C1)C(F)(F)F)N1C=NC(=C1)C=1C=CC(=NC1)N (5-{1-[4-(3-Methyl-4-trifluoromethyl-phenyl)-6-trifluoromethyl-pyrimidin-2-yl]-1H-imidazol-4-yl}-pyridin-2-ylamine), solid. The reactants are BrC=1N=CN(C1)C1=NC(=CC(=N1)C1=CC(=C(C=C1)C(F)(F)F)C)C(F)(F)F (2-(4-bromo-imidazol-1-yl)-4-(3-methyl-4-trifluoromethyl-phenyl)-6-trifluoromethyl-pyrimidine), NC1=NC=C(C=C1)B1OC(C(O1)(C)C)(C)C (2-amino-5-(4,4,5,5-tetramethyl-1,3,2-dioxaborolan-2-yl)pyridine). Product: N1=CC(=CC=C1)CCCCOC(=O)C=1C=CC2=NC3=CC=C(C=C3C(N2C1)=O)C(C)C (2-(1-methylethyl)-11-oxo-11H-pyrido[2,1-b]-quinazoline-8-carboxylic acid 4-(3-pyridinyl)butyl ester). The solvent is CN(C=O)C (dimethylformamide), C(C)OC(C)=O (ethylacetate). The yield is 44.6%. Reported procedure: A suspension of 0.70 g of 2-(1-methylethyl)-11-oxo-11H-pyrido[2,1-b]quinazoline-8-carboxylic acid, 0.50 g of 4-(3-pyridinyl)butylchloride, 0.40 g of potassium iodide and 0.39 g of potassium carbonate in 12 ml of dimethylformamide was stirred over night at a bath temperature of 50° C. The reaction mixture was diluted with ethylacetate, washed with water, dried (potassium carbonate) and concentrated. The residue was chromatographed on 75 g of silica gel eluting with ethyl acetate to give 0.46 g of... RXN SMILES: [CH3:1][CH:2]([C:4]1[CH:5]=[C:6]2[C:11](=[CH:12][CH:13]=1)[N:10]=[C:9]1[CH:14]=[CH:15][C:16]([C:18]([OH:20])=[O:19])=[CH:17][N:8]1[C:7]2=[O:21])[CH3:3].[N:22]1[CH:27]=[CH:26][CH:25]=[C:24]([CH2:28][CH2:29][CH2:30][CH2:31]Cl)[CH:23]=1.[I-].[K+].C(=O)([O-])[O-].[K+].[K+]>CN(C)C=O.C(OC(=O)C)C>[N:22]1[CH:27]=[CH:26][CH:25]=[C:24]([CH2:28][CH2:29][CH2:30][CH2:31][O:19][C:18]([C:16]2[CH:15]=[CH:14][C:9]3[N:8]([CH:17]=2)[C:7](=[O:21])[C:6]2[C:11](=[CH:12][CH:13]=[C:4]([CH:2]([CH3:1])[CH3:3])[CH:5]=2)[N:10]=3)=[O:20])[CH:23]=1 |f:2.3,4.5.6|. Run at temperature 50 celsius. The reactants are CC(C)C=1C=C2C(N3C(=NC2=CC1)C=CC(=C3)C(=O)O)=O (2-(1-methylethyl)-11-oxo-11H-pyrido[2,1-b]quinazoline-8-carboxylic acid), N1=CC(=CC=C1)CCCCCl (4-(3-pyridinyl)butylchloride), [I-].[K+] (potassium iodide), C([O-])([O-])=O.[K+].[K+] (potassium carbonate). Reactants: NC1=C(C(=NS1)OC(C)C)C#N (5-amino-4-cyano-3-isopropoxyisothiazole), CN=C=O (methyl isocyanate), C(C)(=O)[O-].C(C)(=O)[O-].C(CCC)[Sn+2]CCCC (dibutyltin diacetate). Run in O1CCCC1 (tetrahydrofuran). Product: CNC(=O)NC1=C(C(=NS1)OC(C)C)C#N (1-methyl-3-(4-cyano-3-isopropoxy-5-isothiazolyl)urea). Yield: 74.9%. As a reaction SMILES: [NH2:1][C:2]1[S:6][N:5]=[C:4]([O:7][CH:8]([CH3:10])[CH3:9])[C:3]=1[C:11]#[N:12].[CH3:13][N:14]=[C:15]=[O:16].C([O-])(=O)C.C([O-])(=O)C.C([Sn+2]CCCC)CCC>O1CCCC1>[CH3:13][NH:14][C:15]([NH:1][C:2]1[S:6][N:5]=[C:4]([O:7][CH:8]([CH3:10])[CH3:9])[C:3]=1[C:11]#[N:12])=[O:16] |f:2.3.4|. Procedure: In the manner of Example V D, a mixture of 11 g of 5-amino-4-cyano-3-isopropoxyisothiazole and 6.8 g of methyl isocyanate in 50 ml of dry tetrahydrofuran containing 2 ml of dibutyltin diacetate were allowed to react under reflux overnight. Volatile materials were removed under reduced pressure and the residue was recrystallized from ethyl acetate to yield 10.8 g of 1-methyl-3-(4-cyano-3-isopropoxy-5-isothiazolyl)urea, mp 238° (decomposes.) The ir and nmr spectra were consistent with the assigned... The reactants are C(C)(C)C=1C=C(C=C2C(CC(OC12)(C)C)(C)C)C(=O)O (8-isopropyl-2,2,4,4-tetramethyl-chroman-6-carboxylic acid), C(C)(C)C=1C=C(C=C2C(CC(OC12)(C)C)(C)C)C(=O)O (8-isopropyl-2,2,4,4-tetramethyl-chroman-6-carboxylic acid), C(C1=CC=CC=C1)OC(C=CC1=CC=C(C=C1)O)=O (3-(4-hydroxy-phenyl)-acrylic acid benzyl ester), Cl.CN(CCCN=C=NCC)C (1-(3-dimethylaminopropyl)-3-ethylcarbodiimide hydrochloride), C(C)(=O)OCC (ethyl acetate). Reagents/catalysts: CN(C1=CC=NC=C1)C (4-(dimethylamino)pyridine). Run in CCCCCC (hexane), ClCCl (dichloromethane). Reaction conditions: time 8 hour. Yields the product C(C1=CC=CC=C1)OC(=O)C=CC1=CC=C(C=C1)OC(=O)C=1C=C2C(CC(OC2=C(C1)C(C)C)(C)C)(C)C (8-Isopropyl-2,2,4,4-tetramethyl-chroman-6-carboxylic acid 4-(2-benzyloxycarbonyl-vinyl)-phenyl ester). The yield is 82.4%. As a reaction SMILES: [CH:1]([C:4]1[CH:5]=[C:6]([C:18]([OH:20])=[O:19])[CH:7]=[C:8]2[C:13]=1[O:12][C:11]([CH3:15])([CH3:14])[CH2:10][C:9]2([CH3:17])[CH3:16])([CH3:3])[CH3:2].[CH2:21]([O:28][C:29](=[O:39])[CH:30]=[CH:31][C:32]1[CH:37]=[CH:36][C:35](O)=[CH:34][CH:33]=1)[C:22]1[CH:27]=[CH:26][CH:25]=[CH:24][CH:23]=1.Cl.CN(C)CCCN=C=NCC.C(OCC)(=O)C>ClCCl.CN(C)C1C=CN=CC=1.CCCCCC>[CH2:21]([O:28][C:29]([CH:30]=[CH:31][C:32]1[CH:37]=[CH:36][C:35]([O:19][C:18]([C:6]2[CH:7]=[C:8]3[C:13](=[C:4]([CH:1]([CH3:3])[CH3:2])[CH:5]=2)[O:12][C:11]([CH3:14])([CH3:15])[CH2:10][C:9]3([CH3:17])[CH3:16])=[O:20])=[CH:34][CH:33]=1)=[O:39])[C:22]1[CH:23]=[CH:24][CH:25]=[CH:26][CH:27]=1 |f:2.3|. Procedure: A solution of 8-isopropyl-2,2,4,4-tetramethyl-chroman-6-carboxylic acid (Intermediate 34, 0.05 g, 0.18 mmol) and 3-(4-hydroxy-phenyl)-acrylic acid benzyl ester (described in Journal of Natural Products, 1990, 53 (4), p 821–824, Bankova V., 0.046 g, 0.18 mmol) in anhydrous dichloromethane (5 mL) was treated with 4-(dimethylamino)pyridine (0.052 g, 0.27 mmol) and 1-(3-dimethylaminopropyl)-3-ethylcarbodiimide hydrochloride (0.044 g, 0.36 mmol) and the resulting reaction mixture was stirred at ambie... Yield: 101.4%. Reactants: ClC1=NC=CC=N1 (2-chloropyrimidine), C(#N)C1=C(C(=O)C(=C(C1=O)Cl)Cl)C#N (DDQ), [OH-].[Na+] (NaOH), BrC=1N=C(N(C1Br)COCC[Si](C)(C)C)C1CCC1 (4,5-dibromo-2-cyclobutyl-1-((2-(trimethylsilyl)ethoxy)methyl)-1H-imidazole), [Li]CCCC (n-BuLi). Reaction conditions: temperature -78 celsius, time 5 minute. Procedure details: To a solution of 4,5-dibromo-2-cyclobutyl-1-((2-(trimethylsilyl)ethoxy)methyl)-1H-imidazole (0.43 g, 1.0 mmol) in THF (5 mL) at −78° C. under nitrogen was added n-BuLi (2.0 M in pentane, 0.68 mL, 1.36 mmol), dropwise over 5 minutes. After 40 minutes, a solution of 2-chloropyrimidine (0.17 g, 1.47 mmol) in THF (5 mL) was added dropwise over one minute. The reaction was stirred at −78° C. for 1 hour and LCMS indicated complete reaction. The reaction was slowly quenched with 1:1 water-THF solution ... As a reaction SMILES: [Br:1][C:2]1[N:3]=[C:4]([CH:16]2[CH2:19][CH2:18][CH2:17]2)[N:5]([CH2:8][O:9][CH2:10][CH2:11][Si:12]([CH3:15])([CH3:14])[CH3:13])[C:6]=1Br.[Li]CCCC.[Cl:25][C:26]1[N:31]=[CH:30][CH:29]=[CH:28][N:27]=1.C(C1C(=O)C(Cl)=C(Cl)C(=O)C=1C#N)#N.[OH-].[Na+]>C1COCC1.O.C1COCC1>[Br:1][C:2]1[N:3]=[C:4]([CH:16]2[CH2:19][CH2:18][CH2:17]2)[N:5]([CH2:8][O:9][CH2:10][CH2:11][Si:12]([CH3:15])([CH3:14])[CH3:13])[C:6]=1[C:28]1[CH:29]=[CH:30][N:31]=[C:26]([Cl:25])[N:27]=1 |f:4.5,7.8|. The product is BrC=1N=C(N(C1C1=NC(=NC=C1)Cl)COCC[Si](C)(C)C)C1CCC1 (4-(4-bromo-2-cyclobutyl-1-((2-(trimethylsilyl)ethoxy)methyl)-1H-imidazol-5-yl)-2-chloropyrimidine). The solvent is C1CCOC1 (THF), C1CCOC1 (THF), O.C1CCOC1 (water THF), C1CCOC1 (THF).